This data is from the Open Reaction Database (ORD), a public repository of structured organic reaction records. The task is: describe an organic reaction: reactants, conditions, products, and yield Starting materials: COC=1C=CC(=CC1)P2(=S)SP(=S)(S2)C=3C=CC(=CC3)OC (Lawesson's reagent), C[Si](C=1C=C(C(=O)NC2=CC=C(C=C2)CCC(=O)OCC)C=C(C1)[Si](C)(C)C)(C)C (Ethyl 3-[4-[[3,5-bis(trimethylsilyl)benzoyl]amino]phenyl]propanoate). Solvent: C1(=CC=CC=C1)C (toluene). Conditions: temperature 100 celsius, time 1 hour. Product: C[Si](C=1C=C(C=C(C1)[Si](C)(C)C)C(=S)NC1=CC=C(C=C1)CCC(=O)O)(C)C (3-[4-[[3,5-Bis(trimethylsilyl)benzenecarbothioyl]amino]phenyl]propanoic acid). The yield is 131.8%. Reaction SMILES: COC1C=CC(P2(SP(C3C=CC(OC)=CC=3)(=S)S2)=[S:10])=CC=1.[CH3:23][Si:24]([CH3:52])([CH3:51])[C:25]1[CH:26]=[C:27]([CH:44]=[C:45]([Si:47]([CH3:50])([CH3:49])[CH3:48])[CH:46]=1)[C:28]([NH:30][C:31]1[CH:36]=[CH:35][C:34]([CH2:37][CH2:38][C:39]([O:41]CC)=[O:40])=[CH:33][CH:32]=1)=O>C1(C)C=CC=CC=1>[CH3:23][Si:24]([CH3:52])([CH3:51])[C:25]1[CH:26]=[C:27]([C:28]([NH:30][C:31]2[CH:36]=[CH:35][C:34]([CH2:37][CH2:38][C:39]([OH:41])=[O:40])=[CH:33][CH:32]=2)=[S:10])[CH:44]=[C:45]([Si:47]([CH3:50])([CH3:49])[CH3:48])[CH:46]=1. Procedure details: Lawesson's reagent (90 mg) was added to a toluene (5 ml) solution of Compound 20a (140 mg). The obtained mixture was stirred at 100° C. in a nitrogen atmosphere for 1 hour. After the reaction was over, the reaction mixture was allowed to cool, and concentrated. The obtained residue was purified by column chromatography (5% ethyl acetate/n-hexane). Fractions containing the ester body of Compound 4 were collected, and concentrated to dryness. As a result, 126 mg of yellow solid was obtained. The o... The reactants are ON1N=NC2=C1C=CC=C2 (1-hydroxybenzotriazole), Cl.O[C@H](CN1N=C(C=C1)NC([C@H](CC(C)C)N1C(C=C(C1)OC1=C(C(=CC=C1)Cl)Cl)=O)=O)CO ((S)-2-[4-(2,3-dichloro-phenoxy)-2-oxo-2,5-dihydro-pyrrol-1-yl]-4-methyl-pentanoic acid [1-((R)-2,3-dihydroxy-propyl)-1H-pyrazol-3-yl]-amide hydrochloride), C1(CCCCC1)C[C@@H](C(=O)O)N1C(C=C(C1)OC1=CC=CC=C1)=O ((S)-3-cyclohexyl-2-(2-oxo-4-phenoxy-2,5-dihydro-pyrrol-1-yl)-propionic acid), Cl.CN(CCCN=C=NCC)C (1-(3-dimethylaminopropyl)-3-ethylcarbodiimide hydrochloride), C(C)(C)N(C(C)C)CC (N,N-diisopropylethylamine). The solvent is C(C)(=O)OCC (ethyl acetate), ClCCl (dichloromethane). Conditions: temperature 23 celsius, time 15 minute. Product: C1(CCCCC1)C[C@@H](C(=O)NC1=NN(C=C1)CC(C)(C)O)N1C(C=C(C1)OC1=CC=CC=C1)=O ((S)-3-cyclohexyl-N-[1-(2-hydroxy-2-methyl-propyl)-1H-pyrazol-3-yl]-2-(2-oxo-4-phenoxy-2,5-dihydro-pyrrol-1-yl)-propionamide). Isolated yield 22.5%. Reaction SMILES: [CH:1]1([CH2:7][C@H:8]([N:12]2[CH2:16][C:15]([O:17][C:18]3[CH:23]=[CH:22][CH:21]=[CH:20][CH:19]=3)=[CH:14][C:13]2=[O:24])[C:9]([OH:11])=O)[CH2:6][CH2:5][CH2:4][CH2:3][CH2:2]1.Cl.[CH3:26]N(C)CCCN=C=NCC.C(N(CC)C(C)C)(C)C.ON1C2C=CC=CC=2N=N1.Cl.[OH:57][C@@H:58]([CH2:88]O)[CH2:59][N:60]1[CH:64]=[CH:63][C:62]([NH:65]C(=O)[C@@H](N2CC(OC3C=CC=C(Cl)C=3Cl)=CC2=O)CC(C)C)=[N:61]1>ClCCl.C(OCC)(=O)C>[CH:1]1([CH2:7][C@H:8]([N:12]2[CH2:16][C:15]([O:17][C:18]3[CH:19]=[CH:20][CH:21]=[CH:22][CH:23]=3)=[CH:14][C:13]2=[O:24])[C:9]([NH:65][C:62]2[CH:63]=[CH:64][N:60]([CH2:59][C:58]([OH:57])([CH3:88])[CH3:26])[N:61]=2)=[O:11])[CH2:2][CH2:3][CH2:4][CH2:5][CH2:6]1 |f:1.2,5.6|. Procedure details: To a stirred solution of (S)-3-cyclohexyl-2-(2-oxo-4-phenoxy-2,5-dihydro-pyrrol-1-yl)-propionic acid (80 mg, 0.2 mmol) in dichloromethane (8 mL) was gradually added 1-(3-dimethylaminopropyl)-3-ethylcarbodiimide hydrochloride (137 mg, 0.7 mmol) and N,N-diisopropylethylamine (155 mg, 1.2 mmol) at room temperature, under nitrogen. After 15 min, 1-hydroxybenzotriazole (110 mg, 0.7 mmol) and 1-(3-amino-pyrazol-1-yl)-2-methyl-propan-2-ol (prepared in U.S. Pat. Appl. US2008021032 Example 80, 37 mg, 0.2... Starting materials: CC(C)(C)OC(=O)NCC1(F)CCN(C(=O)c2ccccc2)CC1, CCO, [Na+], [OH-], O. Product: CC(C)(C)OC(=O)NCC1(F)CCNCC1. Reaction SMILES: [C:1](=[O:2])([c:3]1[cH:4][cH:5][cH:6][cH:7][cH:8]1)[N:9]1[CH2:10][CH2:11][C:12]([F:15])([CH2:16][NH:17][C:18](=[O:19])[O:20][C:21]([CH3:22])([CH3:23])[CH3:24])[CH2:13][CH2:14]1.[CH3:28][CH2:29][OH:30].[Na+:26].[OH-:25].[OH2:27]>>[NH:9]1[CH2:10][CH2:11][C:12]([F:15])([CH2:16][NH:17][C:18](=[O:19])[O:20][C:21]([CH3:22])([CH3:23])[CH3:24])[CH2:13][CH2:14]1. Starting materials: NC1=CC(=C(C=C1)C1=CN=CO1)OC (5-(4-Amino-2-methoxyphenyl)oxazole), [N+](=O)([O-])C=1C=C(C=CC1)N=C=O (m-nitrophenylisocyanate). Run in C(Cl)Cl (methylene chloride). Reaction conditions: time 8 hour. Yields the product [N+](=O)([O-])C=1C=C(C=CC1)NC(=O)NC1=CC(=C(C=C1)C1=CN=CO1)OC (N-(3-nitrophenyl)-N′-[3-methoxy-4-(5-oxazolyl)phenyl]urea). The yield is 96.9%. Reaction SMILES: [NH2:1][C:2]1[CH:7]=[CH:6][C:5]([C:8]2[O:12][CH:11]=[N:10][CH:9]=2)=[C:4]([O:13][CH3:14])[CH:3]=1.[N+:15]([C:18]1[CH:19]=[C:20]([N:24]=[C:25]=[O:26])[CH:21]=[CH:22][CH:23]=1)([O-:17])=[O:16]>C(Cl)Cl>[N+:15]([C:18]1[CH:19]=[C:20]([NH:24][C:25]([NH:1][C:2]2[CH:7]=[CH:6][C:5]([C:8]3[O:12][CH:11]=[N:10][CH:9]=3)=[C:4]([O:13][CH3:14])[CH:3]=2)=[O:26])[CH:21]=[CH:22][CH:23]=1)([O-:17])=[O:16]. Procedure details: To a solution of 600 mg (3.2 mmol) of 1D in 20 ml of methylene chloride was added, as a solid, 525 mg (3.2 mmol) of m-nitrophenylisocyanate. A voluminous precipitate was obtained. Stirring was continued overnight. The precipitate was filtered and washed with methylene chloride to afford 1.1 g (3.1 mmol, 97%) of compound 17A as a yellow solid. The reactants are FC1=C(CN2N=C(C=3C2=NC=CC3)C(=O)O)C=CC=C1 (1-(2-fluorobenzyl)-1H-pyrazolo[3,4-b]pyridine-3-carboxylic acid), NC1=NC=NC=C1C#N (4-amino-5-cyanopyrimidine), S(=O)(Cl)Cl (thionyl chloride), acid chloride. Solvent: N1=CC=CC=C1 (pyridine). Procedure details: At RT, 39.4 g (145 mmol) of 1-(2-fluorobenzyl)-1H-pyrazolo[3,4-b]pyridine-3-carboxylic acid (preparation described in US2010/004235, page 27) were initially charged, and then thionyl chloride (370 ml) was added. The suspension was heated to reflux for 2 h and the now clear solution was concentrated under reduced pressure. 100 mg (0.345 mmol) of the acid chloride thus prepared were initially charged in pyridine (1.0 ml) and then 41.5 mg (0.345 mmol) of 4-amino-5-cyanopyrimidine were added in port... Yields the product C(#N)C=1C(=NC=NC1)NC(=O)C1=NN(C2=NC=CC=C21)CC2=C(C=CC=C2)F (N-(5-Cyanopyrimidin-4-yl)-1-(2-fluorobenzyl)-1H-pyrazolo[3,4-b]pyridine-3-carboxamide). As a reaction SMILES: [F:1][C:2]1[CH:20]=[CH:19][CH:18]=[CH:17][C:3]=1[CH2:4][N:5]1[C:9]2=[N:10][CH:11]=[CH:12][CH:13]=[C:8]2[C:7]([C:14]([OH:16])=O)=[N:6]1.S(Cl)(Cl)=O.[NH2:25][C:26]1[C:31]([C:32]#[N:33])=[CH:30][N:29]=[CH:28][N:27]=1>N1C=CC=CC=1>[C:32]([C:31]1[C:26]([NH:25][C:14]([C:7]2[C:8]3[C:9](=[N:10][CH:11]=[CH:12][CH:13]=3)[N:5]([CH2:4][C:3]3[CH:17]=[CH:18][CH:19]=[CH:20][C:2]=3[F:1])[N:6]=2)=[O:16])=[N:27][CH:28]=[N:29][CH:30]=1)#[N:33]. Reaction conditions: time 7 hour. Starting materials: COC(=O)C(NC(=O)CCc1ccc(O)cc1)C(C)C, Cl, [Li+], C1CCOC1, [OH-]. Product: CC(C)C(NC(=O)CCc1ccc(O)cc1)C(=O)O. As a reaction SMILES: [CH3:1][O:2][C:3]([CH:4]([CH:5]([CH3:6])[CH3:7])[NH:8][C:9]([CH2:10][CH2:11][c:12]1[cH:13][cH:14][c:15]([OH:18])[cH:16][cH:17]1)=[O:19])=[O:20].[ClH:23].[Li+:21].[O:24]1[CH2:25][CH2:26][CH2:27][CH2:28]1.[OH-:22]>>[O:2]=[C:3]([CH:4]([CH:5]([CH3:6])[CH3:7])[NH:8][C:9]([CH2:10][CH2:11][c:12]1[cH:13][cH:14][c:15]([OH:18])[cH:16][cH:17]1)=[O:19])[OH:20]. The reactants are ClC1=C(C=CC=C1)C(=O)[O-] (chlorophenylformate), ClCCl (dichloromethane), COC(=O)C=1[C@@H]2[C@@H](C(OC1)O)[C@@]1([C@H](C2)O1)C ((4aS,6S,7R,7aR)-6,7-epoxy-1,4a,5,6,7,7a-hexahydro-1-hydroxy-7-methylcyclopenta[c]pyrane-4-carboxylic acid methylester), CCCCCC.C(C)(=O)OCC (hexane ethyl acetate). The reagents and catalysts are CN(C)C=1C=CN=CC1 (DMAP). Reaction conditions: time 1 hour. The product is COC(=O)C=1[C@@H]2[C@@H]([C@@H](OC1)OC(=O)OC1=CC=CC=C1)[C@@]1([C@H](C2)O1)C ((1S,4aS,6S,7R,7aR)-6,7-epoxy-1,4a,5,6,7,7a-hexahydro-7-methyl-1-(phenoxycarbonyloxy)cyclopenta[c]pyrane-4-carboxylic acid methylester). Isolated yield 70.0%. Reaction SMILES: Cl[C:2]1[CH:7]=[CH:6][CH:5]=[CH:4][C:3]=1C([O-])=O.ClCCl.[CH3:14][O:15][C:16]([C:18]1[C@H:19]2[CH2:27][C@@H:26]3[O:28][C@:25]3([CH3:29])[C@@H:20]2[CH:21]([OH:24])[O:22][CH:23]=1)=[O:17].CCCCCC.[C:36]([O:39]CC)(=[O:38])C>CN(C1C=CN=CC=1)C>[CH3:14][O:15][C:16]([C:18]1[C@H:19]2[CH2:27][C@@H:26]3[O:28][C@:25]3([CH3:29])[C@@H:20]2[C@H:21]([O:24][C:36]([O:39][C:2]2[CH:3]=[CH:4][CH:5]=[CH:6][CH:7]=2)=[O:38])[O:22][CH:23]=1)=[O:17] |f:3.4|. Procedure details: 1.2 mg of DMAP and 0.9 ml of chlorophenylformate were added to a dichloromethane solution containing 1.12 g of a known (4aS,6S,7R,7aR)-6,7-epoxy-1,4a,5,6,7,7a-hexahydro-1-hydroxy-7-methylcyclopenta[c]pyrane-4-carboxylic acid methylester followed by stirring for 1 hour at room temperature. The reaction mixture was then extracted with dichloromethane. After washing the organic phase with dilute hydrochloric acid and brine, it was dried over anhydrous magnesium sulfate. After distilling off the sol...